Dataset: the Open Reaction Database (ORD), a public repository of structured organic reaction records. Task: describe an organic reaction: reactants, conditions, products, and yield The reactants are CC=1NC(=C(C(C1C(=O)OCC)C1=C(C=CC=C1)OC)C(=O)OCC)C(OCC)OCC (diethyl 2-methyl-4-(2-methoxyphenyl)-6-diethoxymethyl-1,4-dihydropyridine-3,5-dicarboxylate), Cl (hydrochloric acid), resultant mixture. Run in CC(=O)C (acetone). The product is CC=1NC(=C(C(C1C(=O)OCC)C1=C(C=CC=C1)OC)C(=O)OCC)C=O (diethyl 2-methyl-4-(2-methoxyphenyl)-6-formyl-1,4-dihydropyridine-3,5-dicarboxylate). The yield is 100.0%. Reaction SMILES: [CH3:1][C:2]1[NH:3][C:4]([CH:26](OCC)[O:27]CC)=[C:5]([C:21]([O:23][CH2:24][CH3:25])=[O:22])[CH:6]([C:13]2[CH:18]=[CH:17][CH:16]=[CH:15][C:14]=2[O:19][CH3:20])[C:7]=1[C:8]([O:10][CH2:11][CH3:12])=[O:9].Cl>CC(C)=O>[CH3:1][C:2]1[NH:3][C:4]([CH:26]=[O:27])=[C:5]([C:21]([O:23][CH2:24][CH3:25])=[O:22])[CH:6]([C:13]2[CH:18]=[CH:17][CH:16]=[CH:15][C:14]=2[O:19][CH3:20])[C:7]=1[C:8]([O:10][CH2:11][CH3:12])=[O:9]. Procedure details: To a solution of diethyl 2-methyl-4-(2-methoxyphenyl)-6-diethoxymethyl-1,4-dihydropyridine-3,5-dicarboxylate (447.5 mg) in acetone (7.5 ml) was added 6N-hydrochloric acid (0.2 ml) and stirred at room temperature for an hour. The resultant mixture was treated in a similar manner to Example 2-4), to give reddish yellow crystals of diethyl 2-methyl-4-(2-methoxyphenyl)-6-formyl-1,4-dihydropyridine-3,5-dicarboxylate (373.2 mg). The product was recrystallized from a mixture of diethyl ether and n-hexa... Yields the product FC1=C(C=CC(=C1)I)NC1=C(C(=O)NCCC2=CC=C(C=C2)C)C=CN=C1 (3-[(2-fluoro-4-iodophenyl)amino]-N-[2-(4-methylphenyl)ethyl]isonicotinamide). Procedure: 3-[(2-fluoro-4-iodophenyl)amino]-N-[2-(4-methylphenyl)ethyl]isonicotinamide was synthesized according to the procedure for General Method 1, outlined above, starting with 0.54 mmol of 3-[(2-fluoro-4-iodophenyl)amino]isonicotinic acid (intermediate 1) and 0.62 mmol of 2-(4-methylphenyl)ethylamine. LC/MS [10.25 min; 476 (M+1)] Reactants: FC1=C(C=CC(=C1)I)NC1=C(C(=O)O)C=CN=C1 (3-[(2-fluoro-4-iodophenyl)amino]isonicotinic acid), FC1=C(C=CC(=C1)I)NC1=C(C(=O)O)C=CN=C1 (3-[(2-fluoro-4-iodophenyl)amino]isonicotinic acid), CC1=CC=C(C=C1)CCN (2-(4-methylphenyl)ethylamine). RXN SMILES: [F:1][C:2]1[CH:7]=[C:6]([I:8])[CH:5]=[CH:4][C:3]=1[NH:9][C:10]1[CH:18]=[N:17][CH:16]=[CH:15][C:11]=1[C:12]([OH:14])=O.[CH3:19][C:20]1[CH:25]=[CH:24][C:23]([CH2:26][CH2:27][NH2:28])=[CH:22][CH:21]=1>>[F:1][C:2]1[CH:7]=[C:6]([I:8])[CH:5]=[CH:4][C:3]=1[NH:9][C:10]1[CH:18]=[N:17][CH:16]=[CH:15][C:11]=1[C:12]([NH:28][CH2:27][CH2:26][C:23]1[CH:24]=[CH:25][C:20]([CH3:19])=[CH:21][CH:22]=1)=[O:14]. Conditions: time 16 hour. Starting materials: CSC1=CC=C(C=C1)C1OC1 (2-(4-Methylthiophenyl)oxirane), C(CN)N (ethylenediamine), C(C)O (ethanol). The solvent is CO (methanol). Procedure details: 2-(4-Methylthiophenyl)oxirane (37 g.) is added, over the course of 20 minutes and at 30° C., to a solution of ethylenediamine (75 cc.) in methanol (56 cc.). After 16 hours at 20° C., ethanol (250 cc.) is added; the precipitate which forms is filtered off. Distilled water (375 cc.) is added to the ethanol solution and the oily impurity which separates out is extracted with diisopropyl ether (200 cc.). After concentrating the aqueous ethanolic solution under reduced pressure, N-[2-hydroxy-2-(4-met... RXN SMILES: [CH3:1][S:2][C:3]1[CH:8]=[CH:7][C:6]([CH:9]2[CH2:11][O:10]2)=[CH:5][CH:4]=1.[CH2:12]([NH2:15])[CH2:13][NH2:14].C(O)C>CO>[OH:10][CH:9]([C:6]1[CH:7]=[CH:8][C:3]([S:2][CH3:1])=[CH:4][CH:5]=1)[CH2:11][NH:14][CH2:13][CH2:12][NH2:15]. The product is OC(CNCCN)C1=CC=C(C=C1)SC (N-[2-hydroxy-2-(4-methylthiophenyl)ethyl]ethylenediamine).